Dataset: the Open Reaction Database (ORD), a public repository of structured organic reaction records. Task: describe an organic reaction: reactants, conditions, products, and yield The reactants are resultant mixture, Cl.NC(C)C=1N=C2N(C(C1C1=CC(=CC(=C1)F)F)=O)C(=CS2)C (7-(1-aminoethyl)-6-(3,5-difluorophenyl)-3-methyl-5H-[1,3]thiazolo[3,2-a]pyrimidin-5-one hydrochloride), ClC1=C2C(NC=N1)=NC=C2 (4-chloropyrrolo[2,3-d]pyrimidine), C(C)(C)N(C(C)C)CC (N, N-diisopropylethylamine). Run in C(C)(C)O (isopropyl alcohol). Run at temperature 100 celsius. The product is FC=1C=C(C=C(C1)F)C1=C(N=C2N(C1=O)C(=CS2)C)C(C)NC=2C1=C(N=CN2)NC=C1 (6-(3,5-difluorophenyl)-3-methyl-7-[1-(7H-pyrrolo[2,3-d]pyrimidin-4-ylamino)ethyl]-5H-[1,3]thiazolo[3,2-a]pyrimidin-5-one). RXN SMILES: Cl.[NH2:2][CH:3]([C:5]1[N:6]=[C:7]2[S:22][CH:21]=[C:20]([CH3:23])[N:8]2[C:9](=[O:19])[C:10]=1[C:11]1[CH:16]=[C:15]([F:17])[CH:14]=[C:13]([F:18])[CH:12]=1)[CH3:4].Cl[C:25]1[N:30]=[CH:29][NH:28][C:27]2=[N:31][CH:32]=[CH:33][C:26]=12.C(N(CC)C(C)C)(C)C>C(O)(C)C>[F:18][C:13]1[CH:12]=[C:11]([C:10]2[C:9](=[O:19])[N:8]3[C:20]([CH3:23])=[CH:21][S:22][C:7]3=[N:6][C:5]=2[CH:3]([NH:2][C:25]2[C:26]3[CH:33]=[CH:32][NH:31][C:27]=3[N:28]=[CH:29][N:30]=2)[CH3:4])[CH:16]=[C:15]([F:17])[CH:14]=1 |f:0.1|. Procedure details: A mixture of 7-(1-aminoethyl)-6-(3,5-difluorophenyl)-3-methyl-5H-[1,3]thiazolo[3,2-a]pyrimidin-5-one hydrochloride (0.030 g, 0.084 mmol), 4-chloropyrrolo[2,3-d]pyrimidine (0.013 g, 0.084 mmol), and N, N-diisopropylethylamine (0.044 mL, 0.25 mmol) in isopropyl alcohol (0.2 mL) was heated at 100° C., in a sealed tube, for three days. The resultant mixture was applied on RP-HPLC (XBridge C18 Column, eluting with a gradient of acetonitrile/water containing 0.15% NH4OH) to give the desired product. L...